Task: describe an organic reaction: reactants, conditions, products, and yield. Dataset: the Open Reaction Database (ORD), a public repository of structured organic reaction records Reactants: Cl.ClC1=NC2=C(C3=NC4=CC=CC(=C4C(N31)=O)F)C=CN2S(=O)(=O)C2=CC=C(C=C2)C (5-chloro-8-fluoro-3-[(4-methylphenyl)sulfonyl]pyrrolo[2′,3′:4,5]pyrimido[6,1-b]quinazolin-7(3H)-one hydrogen chloride), COC=1C=C2CCN(C2=CC1N)C([C@@H]1N(CCC1)C)=O (5-(methyloxy)-1-(1-methyl-D-prolyl)-2,3-dihydro-1H-indol-6-amine), C([O-])(O)=O.[Na+].ClCCl (sodium bicarbonate dichloromethane). The solvent is FC(CO)(F)F (2,2,2-trifluoroethanol). Run at temperature 80 celsius. Yields the product FC1=C2C(N3C(=NC2=CC=C1)C1=C(N=C3NC3=C(C=C2CCN(C2=C3)C([C@@H]3N(CCC3)C)=O)OC)N(C=C1)S(=O)(=O)C1=CC=C(C=C1)C)=O (8-fluoro-5-{[5-(methyloxy)-1-(1-methyl-D-prolyl)-2,3-dihydro-1H-indol-6-yl]amino}-3-[(4-methylphenyl)sulfonyl]pyrrolo[2′,3′:4,5]pyrimido[6,1-b]quinazolin-7(3H)-one). Isolated yield 54.3%. As a reaction SMILES: Cl.Cl[C:3]1[N:16]2[C:7](=[N:8][C:9]3[C:14]([C:15]2=[O:17])=[C:13]([F:18])[CH:12]=[CH:11][CH:10]=3)[C:6]2[CH:19]=[CH:20][N:21]([S:22]([C:25]3[CH:30]=[CH:29][C:28]([CH3:31])=[CH:27][CH:26]=3)(=[O:24])=[O:23])[C:5]=2[N:4]=1.[CH3:32][O:33][C:34]1[CH:35]=[C:36]2[C:40](=[CH:41][C:42]=1[NH2:43])[N:39]([C:44](=[O:51])[C@H:45]1[CH2:49][CH2:48][CH2:47][N:46]1[CH3:50])[CH2:38][CH2:37]2.C(=O)(O)[O-].[Na+].ClCCl>FC(F)(F)CO>[F:18][C:13]1[CH:12]=[CH:11][CH:10]=[C:9]2[C:14]=1[C:15](=[O:17])[N:16]1[C:3]([NH:43][C:42]3[CH:41]=[C:40]4[C:36]([CH2:37][CH2:38][N:39]4[C:44](=[O:51])[C@H:45]4[CH2:49][CH2:48][CH2:47][N:46]4[CH3:50])=[CH:35][C:34]=3[O:33][CH3:32])=[N:4][C:5]3[N:21]([S:22]([C:25]4[CH:26]=[CH:27][C:28]([CH3:31])=[CH:29][CH:30]=4)(=[O:23])=[O:24])[CH:20]=[CH:19][C:6]=3[C:7]1=[N:8]2 |f:0.1,3.4.5|. Procedure: A suspension of 5-chloro-8-fluoro-3-[(4-methylphenyl)sulfonyl]pyrrolo[2′,3′:4,5]pyrimido[6,1-b]quinazolin-7(3H)-one hydrogen chloride (550 mg, 1.147 mmol) and 5-(methyloxy)-1-(1-methyl-D-prolyl)-2,3-dihydro-1H-indol-6-amine (363 mg, 1.320 mmol) in 2,2,2-trifluoroethanol (50 ml) was maintained at 80° C. for 2 hours. The solution was cooled, poured into saturated sodium bicarbonate/dichloromethane, and the organic layer was taken to a residue under reduced pressure. The residue was triturated with...